From a dataset of the Open Reaction Database (ORD), a public repository of structured organic reaction records. describe an organic reaction: reactants, conditions, products, and yield The reactants are ( 1 ), N[C@@H](CC1=CC=C(C=C1)O)C(=O)O (Tyr), ( 1 ), N[C@@H](CC(C)C)C(=O)O (Leu), ( 5 ). Product: N[C@@H]([C@@H](C)CC)C(=O)O (Ile). RXN SMILES: [NH2:1][C@H:2]([C:7]([OH:9])=[O:8])[CH2:3][CH:4]([CH3:6])C.N[C@H:11](C(O)=O)CC1C=CC(O)=CC=1>>[NH2:1][C@H:2]([C:7]([OH:9])=[O:8])[C@H:3]([CH2:4][CH3:6])[CH3:11]. Procedure: 1.13 (1), Leu; 5.16 (5), Tyr; 1.22 (1), The reactants are ClCCCC12C3=CC=CC=C3C(C=3C=CC=CC13)C2 (9-γ-chloropropyl-9,10-dihydro-9,10-methanoanthracene), N1CCCCC1 (piperidine). The solvent is C(C)(=O)OCC (ethyl acetate). Run at temperature 100 celsius. Yields the product N1(CCCCC1)CCCC12C3=CC=CC=C3C(C=3C=CC=CC13)C2 (9-γ-piperidinopropyl-9,10-dihydro-9,10-methanoanthracene). RXN SMILES: Cl[CH2:2][CH2:3][CH2:4][C:5]12[CH2:19][CH:12]([C:13]3[CH:14]=[CH:15][CH:16]=[CH:17][C:18]=31)[C:11]1[C:6]2=[CH:7][CH:8]=[CH:9][CH:10]=1.[NH:20]1[CH2:25][CH2:24][CH2:23][CH2:22][CH2:21]1>C(OCC)(=O)C>[N:20]1([CH2:2][CH2:3][CH2:4][C:5]23[CH2:19][CH:12]([C:13]4[CH:14]=[CH:15][CH:16]=[CH:17][C:18]=42)[C:11]2[C:6]3=[CH:7][CH:8]=[CH:9][CH:10]=2)[CH2:25][CH2:24][CH2:23][CH2:22][CH2:21]1. Reported procedure: A mixture of 9-γ-chloropropyl-9,10-dihydro-9,10-methanoanthracene (50 mg) and piperidine (0.1 ml) was heated at 100° C. for 3 hours. The reaction mixture was diluted with ethyl acetate, washed with water, dried over anhydrous sodium sulfate and evaporated to dryness to give 9-γ-piperidinopropyl-9,10-dihydro-9,10-methanoanthracene, which was converted into its hydrochloride. M.P. 280°-283° C. Run in CC(=O)C (acetone), CN(C)C=O (DMF). The reactants are OC=1C=C(C(=O)OC)C=C(C1)O (methyl 3,5-dihydroxybenzoate), BrCCCCCCCCCCCCCCCCCC (1-bromooctadecane), C([O-])([O-])=O.[K+].[K+] (potassium carbonate). The yield is 32.2%. Yields the product COC(C1=CC(=CC(=C1)OCCCCCCCCCCCCCCCCCC)O)=O (3-hydroxy-5-(octadecyloxy)benzoic acid methyl ester). Procedure details: A mixture of 50.0 g (0.297 mol) of methyl 3,5-dihydroxybenzoate, 99.2 g (0.297 mol) of 1-bromooctadecane and 41 g (0.297 mol) of potassium carbonate in 100 ml of acetone and 50 ml of DMF was stirred at reflux under argon for 24 hours. The solvents were removed at reduced pressure and the residue was heated with methylene chloride and filtered hot. The filtrate was concentrated at reduced pressure to a solid which was recrystallized from methylene chloride-methanol to give the 3,5-dialkylated pro... Reaction SMILES: [OH:1][C:2]1[CH:3]=[C:4]([CH:9]=[C:10]([OH:12])[CH:11]=1)[C:5]([O:7][CH3:8])=[O:6].Br[CH2:14][CH2:15][CH2:16][CH2:17][CH2:18][CH2:19][CH2:20][CH2:21][CH2:22][CH2:23][CH2:24][CH2:25][CH2:26][CH2:27][CH2:28][CH2:29][CH2:30][CH3:31].C(=O)([O-])[O-].[K+].[K+]>CC(C)=O.CN(C=O)C>[CH3:8][O:7][C:5](=[O:6])[C:4]1[CH:3]=[C:2]([O:1][CH2:31][CH2:30][CH2:29][CH2:28][CH2:27][CH2:26][CH2:25][CH2:24][CH2:23][CH2:22][CH2:21][CH2:20][CH2:19][CH2:18][CH2:17][CH2:16][CH2:15][CH3:14])[CH:11]=[C:10]([OH:12])[CH:9]=1 |f:2.3.4|. Starting materials: COC1=CC=C(CN=C=S)C=C1 (p-methoxybenzyl isothiocyanate), ethyl ester, C(C(=O)O)(=O)NN (oxalic acid monohydrazide), C(C)O (ethanol). Yields the product C(C)OC(=O)C1=NN=C(N1CC1=CC=C(C=C1)OC)S (3-Ethoxycarbonyl-4-(p-methoxybenzyl)-1,2,4-triazole-5-thiol). RXN SMILES: [CH3:1][O:2][C:3]1[CH:12]=[CH:11][C:6]([CH2:7][N:8]=[C:9]=[S:10])=[CH:5][CH:4]=1.[C:13]([NH:18][NH2:19])(=O)[C:14]([OH:16])=[O:15].[CH2:20](O)[CH3:21]>>[CH2:20]([O:16][C:14]([C:13]1[N:8]([CH2:7][C:6]2[CH:11]=[CH:12][C:3]([O:2][CH3:1])=[CH:4][CH:5]=2)[C:9]([SH:10])=[N:19][N:18]=1)=[O:15])[CH3:21]. Procedure details: A solution of p-methoxybenzyl isothiocyanate (8.95 g.) and the ethyl ester of oxalic acid monohydrazide (6.8 g.) in ethanol (50 ml.) was refluxed for a period of approximately 16 hours (overnight). The hot solution was then filtered, the filtrate evaporated in vacuo and the resulting oil triturated with dry diethyl ester. The solid product so obtained, viz., 3-ethoxycarbonyl-4-(p-methoxybenzyl)-1,2,4-triazole-5-thiol (yield, 7.2 g.) was then recrystallized from ethanol-water to yield 4.0 g. of p... The reactants are BrC(F)(F)Br (Dibromodifluoromethane), O (Water), C1(=CC=CC=C1)S (thiophenol), [H-].[Na+] (NaH). Solvent: CN(C)C=O (DMF). Run at temperature 0 celsius, time 30 minute. Yields the product BrC(F)(F)SC1=CC=CC=C1 ([(bromodifluoromethyl)sulfanyl]benzene), liquid. Yield: 60.0%. Reaction SMILES: [C:1]1([SH:7])[CH:6]=[CH:5][CH:4]=[CH:3][CH:2]=1.[H-].[Na+].[Br:10][C:11](Br)([F:13])[F:12].O>CN(C=O)C>[Br:10][C:11]([S:7][C:1]1[CH:6]=[CH:5][CH:4]=[CH:3][CH:2]=1)([F:13])[F:12] |f:1.2|. Procedure: In a three-necked round-bottomed flask placed under a nitrogen atmosphere, topped with a dry-ice condenser and a dropping funnel, thiophenol (10.2 ml, 100 mmol) was added dropwise, over 40 min at 0° C., to a suspension of NaH (6 g, 150 mmol) in anhydrous DMF (100 ml). The mixture was then stirred at 0° C. for 30 min then cooled to −50° C. Dibromodifluoromethane (27 ml, 300 mmol) was then added at −50° C. The mixture was then stirred for 3 h at this temperature, then 30 min at ambient temperature... Starting materials: C1CCOC1, CCOC(=O)C=Cc1cccc(C(=O)C(C(=O)c2cc(F)cc(F)c2)=C2Nc3ccccc3N2)c1. Product: O=C(C(C(=O)c1cccc(C=CCO)c1)=C1Nc2ccccc2N1)c1cc(F)cc(F)c1. RXN SMILES: [CH2:36]1[O:37][CH2:38][CH2:39][CH2:40]1.[F:1][c:2]1[cH:3][c:4]([C:9]([C:10]([C:11](=[O:12])[c:13]2[cH:14][c:15]([CH:19]=[CH:20][C:21](=[O:22])[O:23][CH2:24][CH3:25])[cH:16][cH:17][cH:18]2)=[C:26]2[NH:27][c:28]3[c:29]([cH:31][cH:32][cH:33][cH:34]3)[NH:30]2)=[O:35])[cH:5][c:6]([F:8])[cH:7]1>>[F:1][c:2]1[cH:3][c:4]([C:9]([C:10]([C:11](=[O:12])[c:13]2[cH:14][c:15]([CH:19]=[CH:20][CH2:21][OH:22])[cH:16][cH:17][cH:18]2)=[C:26]2[NH:27][c:28]3[c:29]([cH:31][cH:32][cH:33][cH:34]3)[NH:30]2)=[O:35])[cH:5][c:6]([F:8])[cH:7]1. Starting materials: CO, COc1cc2c(nc1OC)c(-c1cc3c(CNC4CC4)ccnc3n1S(=O)(=O)c1ccc(C)cc1)cn2C, ClCCl, [K+], [OH-], O. The product is COc1cc2c(nc1OC)c(-c1cc3c(CNC4CC4)ccnc3[nH]1)cn2C. As a reaction SMILES: [CH3:41][OH:42].[CH:1]1([NH:4][CH2:5][c:6]2[c:7]3[c:8]([n:9][cH:10][cH:11]2)[n:12]([S:29]([c:30]2[cH:31][cH:32][c:33]([CH3:34])[cH:35][cH:36]2)(=[O:37])=[O:38])[c:13](-[c:15]2[cH:16][n:17]([CH3:28])[c:18]4[c:19]2[n:20][c:21]([O:26][CH3:27])[c:22]([O:24][CH3:25])[cH:23]4)[cH:14]3)[CH2:2][CH2:3]1.[Cl:44][CH2:45][Cl:46].[K+:40].[OH-:39].[OH2:43]>>[CH:1]1([NH:4][CH2:5][c:6]2[c:7]3[c:8]([n:9][cH:10][cH:11]2)[nH:12][c:13](-[c:15]2[cH:16][n:17]([CH3:28])[c:18]4[c:19]2[n:20][c:21]([O:26][CH3:27])[c:22]([O:24][CH3:25])[cH:23]4)[cH:14]3)[CH2:2][CH2:3]1. Starting materials: Clc1ccc(Br)cc1, [Li]CCCC, CCCCCC, COc1cccc(C=O)c1, C1CCOC1. Yields the product COc1cccc(C(O)c2ccc(Cl)cc2)c1. Reaction SMILES: [Br:1][c:2]1[cH:3][cH:4][c:5]([Cl:8])[cH:6][cH:7]1.[CH2:9]([Li:10])[CH2:11][CH2:12][CH3:13].[CH3:29][CH2:30][CH2:31][CH2:32][CH2:33][CH3:34].[CH:14]([c:15]1[cH:16][c:17]([O:21][CH3:22])[cH:18][cH:19][cH:20]1)=[O:23].[O:24]1[CH2:25][CH2:26][CH2:27][CH2:28]1>>[c:2]1([CH:14]([c:15]2[cH:16][c:17]([O:21][CH3:22])[cH:18][cH:19][cH:20]2)[OH:23])[cH:3][cH:4][c:5]([Cl:8])[cH:6][cH:7]1.